Dataset: the Open Reaction Database (ORD), a public repository of structured organic reaction records. Task: describe an organic reaction: reactants, conditions, products, and yield Starting materials: CO, ClCCl, CSCc1cccc2c(C(c3ccc(F)cc3)c3ccc(F)cc3F)c[nH]c12, O=C(OO)c1cccc(Cl)c1. The product is CS(=O)Cc1cccc2c(C(c3ccc(F)cc3)c3ccc(F)cc3F)c[nH]c12. RXN SMILES: [CH3:43][OH:44].[Cl:29][CH2:30][Cl:31].[F:1][c:2]1[c:3]([CH:9]([c:10]2[cH:11][nH:12][c:13]3[c:14]([CH2:19][S:20][CH3:21])[cH:15][cH:16][cH:17][c:18]23)[c:22]2[cH:23][cH:24][c:25]([F:28])[cH:26][cH:27]2)[cH:4][cH:5][c:6]([F:8])[cH:7]1.[OH:32][O:33][C:34]([c:35]1[cH:36][c:37]([Cl:38])[cH:39][cH:40][cH:41]1)=[O:42]>>[F:1][c:2]1[c:3]([CH:9]([c:10]2[cH:11][nH:12][c:13]3[c:14]([CH2:19][S:20]([CH3:21])=[O:32])[cH:15][cH:16][cH:17][c:18]23)[c:22]2[cH:23][cH:24][c:25]([F:28])[cH:26][cH:27]2)[cH:4][cH:5][c:6]([F:8])[cH:7]1. Reactants: CCOC(=O)c1c[nH]c2ccccc2c1=O, COc1ccc(CCl)cc1, [H-], [Na+], CN(C)C=O. The product is CCOC(=O)c1cn(Cc2ccc(OC)cc2)c2ccccc2c1=O. As a reaction SMILES: [CH2:1]([CH3:2])[O:3][C:4](=[O:5])[c:6]1[cH:7][nH:8][c:9]2[cH:10][cH:11][cH:12][cH:13][c:14]2[c:15]1=[O:16].[CH3:19][O:20][c:21]1[cH:22][cH:23][c:24]([CH2:25][Cl:26])[cH:27][cH:28]1.[H-:17].[Na+:18].[O:29]=[CH:30][N:31]([CH3:32])[CH3:33]>>[CH2:1]([CH3:2])[O:3][C:4](=[O:5])[c:6]1[cH:7][n:8]([CH2:25][c:24]2[cH:23][cH:22][c:21]([O:20][CH3:19])[cH:28][cH:27]2)[c:9]2[cH:10][cH:11][cH:12][cH:13][c:14]2[c:15]1=[O:16]. The reactants are bis-indenyl, ( VIII ), C(C)(C)(C)C1=C(C=C2CC(C(C2=C1)=O)CC(C)C)OC (6-tert-butyl-2-isobutyl-5-methoxyindan-1-one), C(C)(C)(C)C1=C(C=CC=C1)OC (2-tert-butylanisol), C(C(C)C)C(C(=O)O)=C (2-isobutylacrylic acid), sodium tetraphenyl borate, C1(CCC2=CC=CC=C12)=O (indanone). Yields the product C(C)(C)(C)C=1C=C2C=C(CC2=C(C1OC)C1=CC=CC=C1)CC(C)C (5-tert-butyl-2-isobutyl-6-methoxy-7-phenyl-1H-indene). RXN SMILES: [C:1]([C:5]1[CH:13]=[C:12]2[C:8]([CH2:9][CH:10]([CH2:15][CH:16]([CH3:18])[CH3:17])[C:11]2=O)=[CH:7][C:6]=1[O:19][CH3:20])([CH3:4])([CH3:3])[CH3:2].C([C:25]1[CH:30]=[CH:29][CH:28]=[CH:27][C:26]=1OC)(C)(C)C.C(C(=C)C(O)=O)C(C)C.C1(=O)C2C(=CC=CC=2)CC1>>[C:1]([C:5]1[CH:13]=[C:12]2[C:8](=[C:7]([C:25]3[CH:30]=[CH:29][CH:28]=[CH:27][CH:26]=3)[C:6]=1[O:19][CH3:20])[CH2:9][C:10]([CH2:15][CH:16]([CH3:18])[CH3:17])=[CH:11]2)([CH3:3])([CH3:2])[CH3:4]. Reported procedure: The bis-indenyl ligand of formula (VIII) can be prepared following a synthetic strategy as outlined in Scheme 1. The key intermediate, the 6-tert-butyl-2-isobutyl-5-methoxyindan-1-one, was prepared by acylation of 2-tert-butylanisol with 2-isobutylacrylic acid followed by Nazarov cyclisation. Subsequent bromination, cross-coupling reaction with sodium tetraphenyl borate and reduction/dehydration of the obtained indanone gave the 5-tert-butyl-2-isobutyl-6-methoxy-7-phenyl-1H-indene. Reaction of i... The reactants are CCO, O=[N+]([O-])c1cnc(Cl)c([N+](=O)[O-])c1, [NH4+], [OH-]. Product: Nc1ncc([N+](=O)[O-])cc1[N+](=O)[O-]. RXN SMILES: [CH3:16][CH2:17][OH:18].[Cl:1][c:2]1[n:3][cH:4][c:5]([N+:11](=[O:12])[O-:13])[cH:6][c:7]1[N+:8](=[O:9])[O-:10].[NH4+:15].[OH-:14]>>[c:2]1([NH2:15])[n:3][cH:4][c:5]([N+:11](=[O:12])[O-:13])[cH:6][c:7]1[N+:8](=[O:9])[O-:10]. Reactants: C(C)OCCOC1=CC(=C(C(=C1)C)C1=CC(=CC=C1)CNC1=CC(=C(C=C1)CCC(=O)O)F)C (3-[4-({[4′-(2-ethoxyethoxy)-2′,6′-dimethylbiphenyl-3-yl]methyl}amino)-2-fluorophenyl]propanoic acid), O.C1(=CC=CC=C1)S(=O)(=O)O (benzenesulfonic acid monohydrate). The solvent is C(C)OCC (diethyl ether), C(C)(=O)OCC (ethyl acetate). The product is C1(=CC=CC=C1)S(=O)(=O)O.C(C)OCCOC1=CC(=C(C(=C1)C)C1=CC(=CC=C1)CNC1=CC(=C(C=C1)CCC(=O)O)F)C (3-[4-({[4′-(2-ethoxyethoxy)-2′,6′-dimethylbiphenyl-3-yl]methyl}amino)-2-fluorophenyl]propanoic acid benzenesulfonate). Isolated yield 95.0%. RXN SMILES: [CH2:1]([O:3][CH2:4][CH2:5][O:6][C:7]1[CH:12]=[C:11]([CH3:13])[C:10]([C:14]2[CH:19]=[CH:18][CH:17]=[C:16]([CH2:20][NH:21][C:22]3[CH:27]=[CH:26][C:25]([CH2:28][CH2:29][C:30]([OH:32])=[O:31])=[C:24]([F:33])[CH:23]=3)[CH:15]=2)=[C:9]([CH3:34])[CH:8]=1)[CH3:2].O.[C:36]1([S:42]([OH:45])(=[O:44])=[O:43])[CH:41]=[CH:40][CH:39]=[CH:38][CH:37]=1>C(OCC)C.C(OCC)(=O)C>[C:36]1([S:42]([OH:45])(=[O:44])=[O:43])[CH:41]=[CH:40][CH:39]=[CH:38][CH:37]=1.[CH2:1]([O:3][CH2:4][CH2:5][O:6][C:7]1[CH:12]=[C:11]([CH3:13])[C:10]([C:14]2[CH:19]=[CH:18][CH:17]=[C:16]([CH2:20][NH:21][C:22]3[CH:27]=[CH:26][C:25]([CH2:28][CH2:29][C:30]([OH:32])=[O:31])=[C:24]([F:33])[CH:23]=3)[CH:15]=2)=[C:9]([CH3:34])[CH:8]=1)[CH3:2] |f:1.2,5.6|. Procedure details: To a solution of 3-[4-({[4′-(2-ethoxyethoxy)-2′,6′-dimethylbiphenyl-3-yl]methyl}amino)-2-fluorophenyl]propanoic acid (0.372 g, 0.800 mmol) in diethyl ether (5 mL) was added a solution of benzenesulfonic acid monohydrate (0.141 g, 0.800 mmol) in ethyl acetate (3 mL), and the resulting crystals were washed with ethyl acetate-diethyl ether to give the title compound as colorless crystals (0.474 g, yield 95%). Starting materials: C(C)(=O)Br (Acetyl bromide), [C@@H]1([C@H](O)[C@H](O)[C@@H](CO)O1)N1C(=O)N=C(N)C=C1 (cytidine). The solvent is CC#N (CH3CN), Br (HBr), C(C)(=O)O (acetic acid), C(C)(=O)O (acetic acid), Br (HBr). Conditions: temperature 100 celsius, time 3 hour. The product is [C@@H]1(C[C@H](O)[C@@H](CO)O1)N1C(=O)N=C(N)C=C1 (2'-Deoxycytidine). Yield: 96.9%. As a reaction SMILES: C(Br)(=O)C.[C@@H:5]1([N:14]2[CH:21]=[CH:20][C:18]([NH2:19])=[N:17][C:15]2=[O:16])[O:13][C@H:10]([CH2:11][OH:12])[C@@H:8]([OH:9])[C@H:6]1O>CC#N.Br.C(O)(=O)C>[C@@H:5]1([N:14]2[CH:21]=[CH:20][C:18]([NH2:19])=[N:17][C:15]2=[O:16])[O:13][C@H:10]([CH2:11][OH:12])[C@@H:8]([OH:9])[CH2:6]1. Reported procedure: Acetyl bromide (16.5 g, 134 mmol, 3.3 eq.) was added dropwise over 0.5 hours to a suspension of cytidine (10 g, 41.1 mmol) in CH3CN (250 mL) and HBr in acetic acid (10 mL, 30% weight) heated at 60°-65° C. The mixture was stirred at 100° C. for 3 hours, and then 10 mL more HBr in acetic acid was added. The mixture was stirred at 100° C. for an additional 28 hours. The solution was removed under vacuum to get a solid, which was purified with silica gel chromatography, to get 9.05 g of a solid (yie...